This data is from the Open Reaction Database (ORD), a public repository of structured organic reaction records. The task is: describe an organic reaction: reactants, conditions, products, and yield The reactants are CN1C=NC=C1C(O)C1=NC=CC=C1 ((1-methyl-1H-imidazol-5-yl)(pyridin-2-yl)methanol), Intermediate 6. The reagents and catalysts are [O-2].[O-2].[Mn+4] (manganese dioxide). Run in O1CCOCC1 (1,4-dioxane). The product is CN1C=NC=C1C(=O)C1=NC=CC=C1 ((1-Methyl-1H-imidazol-5-yl)(pyridin-2-yl)methanone). As a reaction SMILES: [CH3:1][N:2]1[C:6]([CH:7]([C:9]2[CH:14]=[CH:13][CH:12]=[CH:11][N:10]=2)[OH:8])=[CH:5][N:4]=[CH:3]1>O1CCOCC1.[O-2].[O-2].[Mn+4]>[CH3:1][N:2]1[C:6]([C:7]([C:9]2[CH:14]=[CH:13][CH:12]=[CH:11][N:10]=2)=[O:8])=[CH:5][N:4]=[CH:3]1 |f:2.3.4|. Procedure details: A heterogenous mixture of (1-methyl-1H-imidazol-5-yl)(pyridin-2-yl)methanol (1.41 g, 7.45 mmol, Intermediate 6: step a) and manganese dioxide (3.24 g, 37.27 mmol) in 1,4-dioxane (52 mL) was stirred at 100° C. for 2 hours. The reaction mixture was then allowed to cool to room temperature, filtered through Celite®, rinsed with DCM, and concentrated to provide the title compound as an off-white solid. Starting materials: FC1=C(C=CC=C1)S(=O)(=O)CC1=CC=C(C(=C1C(=O)OC)OC)C1=COC=C1 (methyl 6-(2-fluorobenzenesulphonylmethyl)-3-(furan-3-yl)-2-methoxybenzoate), FC1=C(C=CC=C1)S(=O)(=O)CC1=CC=C(C(=C1C(=O)OC)OC)C1=COC=C1 (methyl 6-(2-fluorobenzenesulphonylmethyl)-3-(furan-3-yl)-2-methoxybenzoate), C(C)N(CCCN)CC (N,N-diethyl-1,3-propanediamine), C(O)([O-])=O.[Na+] (sodium hydrogen carbonate), Cl (hydrochloric acid). Run in C(C)#N (acetonitrile), C(C)N(CC)CC (triethylamine), C(Cl)Cl (DCM). Run at temperature 130 celsius. Yields the product C(C)N(CCCNC1=C(C=CC=C1)S(=O)(=O)CC1=CC=C(C(=C1C(=O)OC)OC)C1=COC=C1)CC (methyl 6-[2-(3-diethylaminopropylamino)benzenesulphonylmethyl]-3-(furan-3-yl)-2-methoxybenzoate). Yield: 93.2%. Reaction SMILES: F[C:2]1[CH:7]=[CH:6][CH:5]=[CH:4][C:3]=1[S:8]([CH2:11][C:12]1[C:17]([C:18]([O:20][CH3:21])=[O:19])=[C:16]([O:22][CH3:23])[C:15]([C:24]2[CH:28]=[CH:27][O:26][CH:25]=2)=[CH:14][CH:13]=1)(=[O:10])=[O:9].[CH2:29]([N:31]([CH2:36][CH3:37])[CH2:32][CH2:33][CH2:34][NH2:35])[CH3:30].Cl.C(=O)([O-])O.[Na+]>C(#N)C.C(N(CC)CC)C.C(Cl)Cl>[CH2:29]([N:31]([CH2:36][CH3:37])[CH2:32][CH2:33][CH2:34][NH:35][C:2]1[CH:7]=[CH:6][CH:5]=[CH:4][C:3]=1[S:8]([CH2:11][C:12]1[C:17]([C:18]([O:20][CH3:21])=[O:19])=[C:16]([O:22][CH3:23])[C:15]([C:24]2[CH:28]=[CH:27][O:26][CH:25]=2)=[CH:14][CH:13]=1)(=[O:10])=[O:9])[CH3:30] |f:3.4|. Procedure details: A solution of methyl 6-(2-fluorobenzenesulphonylmethyl)-3-(furan-3-yl)-2-methoxybenzoate (Intermediate 96, 0.07 g) in acetonitrile (2.2 ml) was added to a solution of N,N-diethyl-1,3-propanediamine (0.225 g) in triethylamine (0.07 g) in a microwave vial. The mixture was heated in the microwave at 130° C. for 2 hours. After cooling, DCM and hydrochloric acid (1M) were added and the pH was adjusted to 8 by addition of saturated aqueous sodium hydrogen carbonate. The mixture was extracted with DCM,... The yield is 96.3%. RXN SMILES: [NH2:1][C:2]1[CH:3]=[C:4]2[C:8](=[CH:9][CH:10]=1)[NH:7][CH:6]=[C:5]2[CH:11]1[CH2:16][CH2:15][N:14]([CH3:17])[CH2:13][CH2:12]1.[CH:18]1([C:22](O)=[O:23])[CH2:21][CH2:20][CH2:19]1>>[CH:18]1([C:22]([NH:1][C:2]2[CH:3]=[C:4]3[C:8](=[CH:9][CH:10]=2)[NH:7][CH:6]=[C:5]3[CH:11]2[CH2:16][CH2:15][N:14]([CH3:17])[CH2:13][CH2:12]2)=[O:23])[CH2:21][CH2:20][CH2:19]1. Product: C1(CCC1)C(=O)NC=1C=C2C(=CNC2=CC1)C1CCN(CC1)C (5-(cyclobutanecarbonyl)amino-3-(1-methylpiperidin-4-yl)-1H-indole). Procedure: Beginning with 12.0 mg (0.05 mMol) 5-amino-3-(1-methylpiperidin-4-yl)-1H-indole and 15.0 mg (0.10 mMol) cyclobutanecarboxylic acid, 15.0 mg (96%) of the title compound were recovered. The reactants are NC=1C=C2C(=CNC2=CC1)C1CCN(CC1)C (5-amino-3-(1-methylpiperidin-4-yl)-1H-indole), C1(CCC1)C(=O)O (cyclobutanecarboxylic acid). Reactants: C1(CCCCC1)N=C=NC1CCCCC1 (dicyclohexylcarbodiimide), C(=O)=O.CC(=O)C (dry ice acetone), SCCC(=O)N1[C@H](C(=O)O)CC[C@@H]1C1=CC(=C(C=C1)OC)OC (cis-1-(3-Mercaptopropanoyl)-5-(3,4-Dimethoxyphenyl)proline). Reagents/catalysts: CN(C1=CC=NC=C1)C (4-Dimethylaminopyridine). The solvent is C(Cl)Cl (methylene chloride), C(Cl)Cl (methylene chloride). Run at time 5 minute. Product: COC=1C=C(C=CC1OC)[C@@H]1CC[C@@H]2C(SCCC(N21)=O)=O (trans-Hexahydro-7(3,4-dimethoxyphenyl)-1H,5H-pyrrolo[2,1-c][1,4]thiazepine-1,5-dione). As a reaction SMILES: [SH:1][CH2:2][CH2:3][C:4]([N:6]1[C@@H:13]([C:14]2[CH:19]=[CH:18][C:17]([O:20][CH3:21])=[C:16]([O:22][CH3:23])[CH:15]=2)[CH2:12][CH2:11][C@H:7]1[C:8](O)=[O:9])=[O:5].C(=O)=O.CC(C)=O.C1(N=C=NC2CCCCC2)CCCCC1>C(Cl)Cl.CN(C)C1C=CN=CC=1>[CH3:23][O:22][C:16]1[CH:15]=[C:14]([C@H:13]2[N:6]3[C@@H:7]([C:8](=[O:9])[S:1][CH2:2][CH2:3][C:4]3=[O:5])[CH2:11][CH2:12]2)[CH:19]=[CH:18][C:17]=1[O:20][CH3:21] |f:1.2|. Procedure details: The compound produced in Example 2 is dissolved in about 500 milliliters methylene chloride and the solution is chilled under nitrogen to 15° C. in a dry ice-acetone mixture. 4-Dimethylaminopyridine is added and the mixture is stirred for five minutes. A slight excess of dicyclohexylcarbodiimide dissolved in methylene chloride is added with stirring. The chilled source is removed after 15 minutes and the solution is stirred overnight at room temperature. The volume of the reaction mixture is red... The reactants are C1CCOC1, C[Si](C)(C)[N-][Si](C)(C)C, CCOC(C)=O, N#CC1CC1, N#Cc1ccc(F)cc1, [K+], [Na+], O=C([O-])O. Yields the product N#Cc1ccc(C2(C#N)CC2)cc1. As a reaction SMILES: [CH2:36]1[O:37][CH2:38][CH2:39][CH2:40]1.[CH3:2][Si:3]([N-:4][Si:5]([CH3:6])([CH3:7])[CH3:8])([CH3:9])[CH3:10].[CH3:30][CH2:31][O:32][C:33]([CH3:34])=[O:35].[CH:11]1([C:14]#[N:15])[CH2:12][CH2:13]1.[F:16][c:17]1[cH:18][cH:19][c:20]([C:21]#[N:22])[cH:23][cH:24]1.[K+:1].[Na+:29].[O-:25][C:26]([OH:27])=[O:28]>>[C:11]1([C:14]#[N:15])([c:17]2[cH:18][cH:19][c:20]([C:21]#[N:22])[cH:23][cH:24]2)[CH2:12][CH2:13]1. Starting materials: BrC=1C=C(C=CC1F)C(=O)N1CCOCC1 ((3-bromo-4-fluoro-phenyl)-morpholin-4-yl-methanone), crude product, COC1=CC=C(CN(C2=NC=C(C=N2)C=2C3=C(N=C(N2)N2CCOCC2)NCC3)CC3=CC=C(C=C3)OC)C=C1 (bis-(4-methoxy-benzyl)-[5-(2-morpholin-4-yl-6,7-dihydro-5H-pyrrolo[2,3-d]pyrimidin-4-yl)-pyrimidin-2-yl]-amine), CC(C)C1=CC(=C(C(=C1)C(C)C)C2=C(C=CC=C2)P(C3CCCCC3)C4CCCCC4)C(C)C (X-Phos), P(=O)([O-])([O-])[O-].[K+].[K+].[K+] (potassium phosphate). The reagents and catalysts are C(C)(=O)[O-].[Pd+2].C(C)(=O)[O-] (palladium acetate). Solvent: CN(C=O)C (dimethylformamide), ClCCl (dichloromethane). Run at temperature 100 celsius, time 6 hour. Product: COC1=CC=C(CN(C2=NC=C(C=N2)C=2C3=C(N=C(N2)N2CCOCC2)N(CC3)C=3C=C(C=CC3F)C(=O)N3CCOCC3)CC3=CC=C(C=C3)OC)C=C1 ([3-(4-{2-[bis-(4-methoxy-benzyl)-amino]-pyrimidin-5-yl}-2-morpholin-4-yl-5,6-dihydro-pyrrolo[2,3-d]pyrimidin-7-yl)-4-fluoro-phenyl]-morpholin-4-yl-methanone). The yield is 93.0%. As a reaction SMILES: Br[C:2]1[CH:3]=[C:4]([C:9]([N:11]2[CH2:16][CH2:15][O:14][CH2:13][CH2:12]2)=[O:10])[CH:5]=[CH:6][C:7]=1[F:8].[CH3:17][O:18][C:19]1[CH:56]=[CH:55][C:22]([CH2:23][N:24]([CH2:46][C:47]2[CH:52]=[CH:51][C:50]([O:53][CH3:54])=[CH:49][CH:48]=2)[C:25]2[N:30]=[CH:29][C:28]([C:31]3[C:32]4[CH2:45][CH2:44][NH:43][C:33]=4[N:34]=[C:35]([N:37]4[CH2:42][CH2:41][O:40][CH2:39][CH2:38]4)[N:36]=3)=[CH:27][N:26]=2)=[CH:21][CH:20]=1.CC(C1C=C(C(C)C)C(C2C=CC=CC=2P(C2CCCCC2)C2CCCCC2)=C(C(C)C)C=1)C.P([O-])([O-])([O-])=O.[K+].[K+].[K+]>C([O-])(=O)C.[Pd+2].C([O-])(=O)C.ClCCl.CN(C)C=O>[CH3:54][O:53][C:50]1[CH:49]=[CH:48][C:47]([CH2:46][N:24]([CH2:23][C:22]2[CH:21]=[CH:20][C:19]([O:18][CH3:17])=[CH:56][CH:55]=2)[C:25]2[N:26]=[CH:27][C:28]([C:31]3[C:32]4[CH2:45][CH2:44][N:43]([C:2]5[CH:3]=[C:4]([C:9]([N:11]6[CH2:16][CH2:15][O:14][CH2:13][CH2:12]6)=[O:10])[CH:5]=[CH:6][C:7]=5[F:8])[C:33]=4[N:34]=[C:35]([N:37]4[CH2:42][CH2:41][O:40][CH2:39][CH2:38]4)[N:36]=3)=[CH:29][N:30]=2)=[CH:52][CH:51]=1 |f:3.4.5.6,7.8.9|. Procedure details: A dimethylformamide solution (2 ml) of the obtained (3-bromo-4-fluoro-phenyl)-morpholin-4-yl-methanone crude product (56.1 mg), bis-(4-methoxy-benzyl)-[5-(2-morpholin-4-yl-6,7-dihydro-5H-pyrrolo[2,3-d]pyrimidin-4-yl)-pyrimidin-2-yl]-amine (70.0 mg, 0.130 mmol), palladium acetate (2.9 mg, 0.013 mmol), X-Phos (12.4 mg, 0.0261 mmol) and potassium phosphate (55.1 mg, 0.260 mmol) was degassed under ultrasonic irradiation, followed by stirring at 100° C. for 6 hours under a nitrogen atmosphere. The re...